Dataset: the Open Reaction Database (ORD), a public repository of structured organic reaction records. Task: describe an organic reaction: reactants, conditions, products, and yield Starting materials: CCOC(C)=O, CCCCCC, OB(O)c1cccc2ccccc12. The product is CCOC(=O)Cc1cccc2ccccc12. RXN SMILES: [C:14]([CH3:15])(=[O:16])[O:17][CH2:18][CH3:19].[CH3:20][CH2:21][CH2:22][CH2:23][CH2:24][CH3:25].[c:1]1([B:11]([OH:12])[OH:13])[cH:2][cH:3][cH:4][c:5]2[cH:6][cH:7][cH:8][cH:9][c:10]12>>[c:1]1([CH2:15][C:14](=[O:16])[O:17][CH2:18][CH3:19])[cH:2][cH:3][cH:4][c:5]2[cH:6][cH:7][cH:8][cH:9][c:10]12. Starting materials: CNCC(OC)OC, ClCCl, NS(N)(=O)=O, C1COCCO1. Product: COC(CN(C)S(N)(=O)=O)OC. RXN SMILES: [CH3:6][O:7][CH:8]([CH2:9][NH:10][CH3:11])[O:12][CH3:13].[Cl:14][CH2:15][Cl:16].[NH2:1][S:2]([NH2:3])(=[O:4])=[O:5].[O:17]1[CH2:18][CH2:19][O:20][CH2:21][CH2:22]1>>[NH2:1][S:2](=[O:4])(=[O:5])[N:10]([CH2:9][CH:8]([O:7][CH3:6])[O:12][CH3:13])[CH3:11].